From a dataset of the Open Reaction Database (ORD), a public repository of structured organic reaction records. describe an organic reaction: reactants, conditions, products, and yield Starting materials: O.FC1=C(C=CC=C1F)C=1C=C2C(=NNC2=CC1)C(=O)NCC1CCN(CC1)CC=1OC=C(N1)C(=O)O (2-({4-[({[5-(2,3-Difluorophenyl)-1H-indazol-3-yl]carbonyl}amino)methyl]piperidin-1-yl}methyl)-1,3-oxazole-4-carboxylic acid hydrate), BrC=1C=C2C(=NNC2=CC1)C(=O)NCC1CCN(CC1)CC1=CC=C(O1)C(=O)OCC (Ethyl 5-{[4-({[(5-bromo-1H-indazol-3-yl)carbonyl]amino}methyl) piperidin-1-yl]methyl}furan-2-carboxylate), COC1=CC=C(C=C1)B(O)O ((4-methoxyphenyl)boronic acid). Conditions: time 15 minute. Product: O.COC1=CC=C(C=C1)C=1C=C2C(=NNC2=CC1)C(=O)NCC1CCN(CC1)CC1=CC=C(O1)C(=O)O (5-({4-[({[5-(4-Methoxyphenyl)-1H-indazol-3-yl]carbonyl}amino)methyl]piperidin-1-yl}methyl)furan-2-carboxylic acid hydrate). As a reaction SMILES: O.FC1C(F)=CC=CC=1C1C=C2C(=CC=1)NN=C2C(NCC1CCN(CC2OC=C(C(O)=O)N=2)CC1)=[O:20].Br[C:39]1[CH:40]=[C:41]2[C:45](=[CH:46][CH:47]=1)[NH:44][N:43]=[C:42]2[C:48]([NH:50][CH2:51][CH:52]1[CH2:57][CH2:56][N:55]([CH2:58][C:59]2[O:63][C:62]([C:64]([O:66]CC)=[O:65])=[CH:61][CH:60]=2)[CH2:54][CH2:53]1)=[O:49].[CH3:69][O:70][C:71]1[CH:76]=[CH:75][C:74](B(O)O)=[CH:73][CH:72]=1>>[OH2:20].[CH3:69][O:70][C:71]1[CH:76]=[CH:75][C:74]([C:39]2[CH:40]=[C:41]3[C:45](=[CH:46][CH:47]=2)[NH:44][N:43]=[C:42]3[C:48]([NH:50][CH2:51][CH:52]2[CH2:57][CH2:56][N:55]([CH2:58][C:59]3[O:63][C:62]([C:64]([OH:66])=[O:65])=[CH:61][CH:60]=3)[CH2:54][CH2:53]2)=[O:49])=[CH:73][CH:72]=1 |f:0.1,4.5|. Procedure details: 5-({4-[({[5-(4-Methoxyphenyl)-1H-indazol-3-yl]carbonyl}amino)methyl]piperidin-1-yl}methyl)furan-2-carboxylic acid hydrate 18 was prepared, according to the procedure described for compound 12, from compound 15 and (4-methoxyphenyl)boronic acid and using the following preparative HPLC parameters for the purification: channel A=CH3CN+0.1% formic acid; channel B=H2O+0.1% formic acid: flow=40 ml/min; gradient=15%-50% of eluent A in 15 minutes. Yield: 14 mg, 5%.